Dataset: the Open Reaction Database (ORD), a public repository of structured organic reaction records. Task: describe an organic reaction: reactants, conditions, products, and yield Starting materials: CC(C)(C)OC(=O)N1CC=C(c2ccccc2C#N)CC1, CC(=O)O, CCO. Product: CC(C)(C)OC(=O)N1CCC(c2ccccc2C#N)CC1. Reaction SMILES: [C:1]([CH3:2])([CH3:3])([CH3:4])[O:5][C:6](=[O:7])[N:8]1[CH2:9][CH2:10][C:11]([c:14]2[c:15]([C:16]#[N:17])[cH:18][cH:19][cH:20][cH:21]2)=[CH:12][CH2:13]1.[CH3:22][C:23](=[O:24])[OH:25].[CH3:26][CH2:27][OH:28]>>[C:1]([CH3:2])([CH3:3])([CH3:4])[O:5][C:6](=[O:7])[N:8]1[CH2:9][CH2:10][CH:11]([c:14]2[c:15]([C:16]#[N:17])[cH:18][cH:19][cH:20][cH:21]2)[CH2:12][CH2:13]1. Yield: 77.9%. RXN SMILES: [Cl:1][C:2]1[CH:3]=[N+:4]([O-:44])[CH:5]=[C:6]([Cl:43])[C:7]=1[CH2:8][C@@H:9]([C:28]1[CH:33]=[CH:32][C:31]([O:34][CH:35]([F:37])[F:36])=[C:30]([O:38][CH2:39][CH:40]2[CH2:42][CH2:41]2)[CH:29]=1)[O:10][C:11](=[O:27])[CH2:12][N:13]1[C:21](=[O:22])[C:20]2[C:15](=[CH:16][CH:17]=[C:18]([N+]([O-])=O)[CH:19]=2)[C:14]1=[O:26].O=[C:46]1C2C(=CC=CC=2)CC(=O)N1CC(Cl)=O>C(Cl)Cl.CN(C1C=CN=CC=1)C>[Cl:43][C:6]1[CH:5]=[N+:4]([O-:44])[CH:3]=[C:2]([Cl:1])[C:7]=1[CH2:8][C@@H:9]([C:28]1[CH:33]=[CH:32][C:31]([O:34][CH:35]([F:37])[F:36])=[C:30]([O:38][CH2:39][CH:40]2[CH2:42][CH2:41]2)[CH:29]=1)[O:10][C:11](=[O:27])[CH2:12][N:13]1[C:21](=[O:22])[CH2:46][C:20]2[C:15](=[CH:16][CH:17]=[CH:18][CH:19]=2)[C:14]1=[O:26]. Conditions: time 8 hour. Reported procedure: (S)-3,5-dichloro-4-(2-(3-(cyclopropylmethoxy)-4-(difluoromethoxy)phenyl)-2-(2-(5-nitro-1,3-dioxoisoindolin-2-yl)acetoxy)ethyl)pyridine 1-oxide (40 mg, 0.062 mmol) was dissolved in DCM (2 ml), and added with 2-(1,3-dioxo-3,4-dihydroisoquinolin-2(1H)-yl)acetyl chloride (163 mg, 0.686 mmol) and DMAP (84 mg, 0.686 mmol). The reaction was stirred at RT overnight and quenched by addition of HCl. The solution extracted with DCM and washed with NaHCO3 sat. sol., then dried over Na2SO4 and the solvent re... Starting materials: ClC=1C=[N+](C=C(C1C[C@H](OC(CN1C(C2=CC=C(C=C2C1=O)[N+](=O)[O-])=O)=O)C1=CC(=C(C=C1)OC(F)F)OCC1CC1)Cl)[O-] ((S)-3,5-dichloro-4-(2-(3-(cyclopropylmethoxy)-4-(difluoromethoxy)phenyl)-2-(2-(5-nitro-1,3-dioxoisoindolin-2-yl)acetoxy)ethyl)pyridine 1-oxide), O=C1N(C(CC2=CC=CC=C12)=O)CC(=O)Cl (2-(1,3-dioxo-3,4-dihydroisoquinolin-2(1H)-yl)acetyl chloride). Reagents/catalysts: CN(C)C=1C=CN=CC1 (DMAP). Product: ClC=1C=[N+](C=C(C1C[C@H](OC(CN1C(C2=CC=CC=C2CC1=O)=O)=O)C1=CC(=C(C=C1)OC(F)F)OCC1CC1)Cl)[O-] ((S)-3,5-dichloro-4-(2-(3-(cyclopropylmethoxy)-4-(difluoromethoxy)phenyl)-2-(2-(1,3-dioxo-3,4-dihydroisoquinolin-2(1H)-yl)acetoxy)ethyl)pyridine 1-oxide). Run in C(Cl)Cl (DCM). Reactants: CC(C)(C)C1Cc2cc(N3CC(COS(C)(=O)=O)OC3=O)ccc2N1C(=O)OCc1ccccc1, [N-]=[N+]=[N-], [Na+], CN(C)C=O. Yields the product CC(C)(C)C1Cc2cc(N3CC(CN=[N+]=[N-])OC3=O)ccc2N1C(=O)OCc1ccccc1. As a reaction SMILES: [CH3:1][C:2]([CH3:3])([CH3:4])[CH:5]1[N:6]([C:26](=[O:27])[O:28][CH2:29][c:30]2[cH:31][cH:32][cH:33][cH:34][cH:35]2)[c:7]2[cH:8][cH:9][c:10]([N:14]3[C:15](=[O:25])[O:16][CH:17]([CH2:19][O:20][S:21]([CH3:22])(=[O:23])=[O:24])[CH2:18]3)[cH:11][c:12]2[CH2:13]1.[N-:37]=[N+:38]=[N-:39].[Na+:36].[O:40]=[CH:41][N:42]([CH3:43])[CH3:44]>>[CH3:1][C:2]([CH3:3])([CH3:4])[CH:5]1[N:6]([C:26](=[O:27])[O:28][CH2:29][c:30]2[cH:31][cH:32][cH:33][cH:34][cH:35]2)[c:7]2[cH:8][cH:9][c:10]([N:14]3[C:15](=[O:25])[O:16][CH:17]([CH2:19][N:37]=[N+:38]=[N-:39])[CH2:18]3)[cH:11][c:12]2[CH2:13]1. Starting materials: C(C1=CC=CC=C1)(=O)NC1CCC(N2N(C1=O)C(CCC2)C(=O)NC(CC(=O)OC(C)(C)C)C(C=[N+]=[N-])=O)=O (t-Butyl 3-(9-benzoylamino-6,10-dioxo-1,2,3,4,7,8,9,10-octahydro-6H-pyridazino [1,2-a][1,2]diazepine-1-carboxamido)-5-diazo-4-oxopentanoate), Br (hydrobromic acid), C(C)(=O)O (acetic acid). Run in ClCCl (dichloromethane). Run at temperature 0 celsius, time 10 minute. Yields the product BrCC(C(CC(=O)O)NC(=O)C1CCCN2N1C(C(CCC2=O)NC(C2=CC=CC=C2)=O)=O)=O (5-bromo-3-(9-benzoylamino-6,10-dioxo-1,2,3,4,7,8,9,10-octahydro-6H-pyridazino[1,2-a][1,2]diazepine-1-carboxamido)-4-oxopentanoic acid). As a reaction SMILES: [C:1]([NH:9][CH:10]1[C:16](=[O:17])[N:15]2[CH:18]([C:22]([NH:24][CH:25]([C:34](=[O:38])[CH:35]=[N+]=[N-])[CH2:26][C:27]([O:29]C(C)(C)C)=[O:28])=[O:23])[CH2:19][CH2:20][CH2:21][N:14]2[C:13](=[O:39])[CH2:12][CH2:11]1)(=[O:8])[C:2]1[CH:7]=[CH:6][CH:5]=[CH:4][CH:3]=1.[BrH:40].C(O)(=O)C>ClCCl>[Br:40][CH2:35][C:34](=[O:38])[CH:25]([NH:24][C:22]([CH:18]1[N:15]2[C:16](=[O:17])[CH:10]([NH:9][C:1](=[O:8])[C:2]3[CH:7]=[CH:6][CH:5]=[CH:4][CH:3]=3)[CH2:11][CH2:12][C:13](=[O:39])[N:14]2[CH2:21][CH2:20][CH2:19]1)=[O:23])[CH2:26][C:27]([OH:29])=[O:28]. Procedure details: A solution of 506a (2.27 g, 4.2 mmol) in dry dichloromethane (50 ml) was treated with 30% hydrobromic acid in acetic acid (1.84 ml, 9.2 mmol, 2.2 equiv) at 0° C., under nitrogen. After 10 min stirring at 0° C. the reaction was complete and a white solid crystallised in the medium. The solid was filtered and washed with ethylacetate and diethylether to afford 2.20 g (100%) of [3S(1S,9S)] 5-bromo-3-(9-benzoylamino-6,10-dioxo-1,2,3,4,7,8,9,10-octahydro-6H-pyridazino[1,2-a][1,2]diazepine-1-carboxami... The reactants are C[Si](C)(C)C=[N+]=[N-], CO, Cn1nc(C(F)(F)F)c(C(=O)O)c1Cl, c1ccccc1. Product: COC(=O)c1c(C(F)(F)F)nn(C)c1Cl. Reaction SMILES: [CH3:15][Si:16]([CH:17]=[N+:18]=[N-:19])([CH3:20])[CH3:21].[CH3:28][OH:29].[Cl:1][c:2]1[c:3]([C:12](=[O:13])[OH:14])[c:4]([C:8]([F:9])([F:10])[F:11])[n:5][n:6]1[CH3:7].[cH:22]1[cH:23][cH:24][cH:25][cH:26][cH:27]1>>[Cl:1][c:2]1[c:3]([C:12](=[O:13])[O:14][CH3:15])[c:4]([C:8]([F:9])([F:10])[F:11])[n:5][n:6]1[CH3:7]. Reactants: C(C)(C)(C)C1=CC=C(CN2C=CC3=CC(=CC=C23)N)C=C1 (1-(4-tert-butylbenzyl)-1H-indol-5-amine), C(C)OC(C(CC1=CC=CC=C1)N=C=O)=O (2-isocyanato-3-phenyl-propionic acid ethyl ester), O.[OH-].[Li+] (Lithium hydroxide monohydrate). Run in ClCCl (dichloromethane). Run at time 8 hour. Yields the product C(C)(C)(C)C1=CC=C(CN2C=CC3=CC(=CC=C23)NC(=O)N[C@@H](CC2=CC=CC=C2)C(=O)O)C=C1 (N-({[1-(4-tert-Butylbenzyl)-1H-indol-5-yl]amino}carbonyl)-L-phenylalanine). Yield: 39.9%. Reaction SMILES: [C:1]([C:5]1[CH:21]=[CH:20][C:8]([CH2:9][N:10]2[C:18]3[C:13](=[CH:14][C:15]([NH2:19])=[CH:16][CH:17]=3)[CH:12]=[CH:11]2)=[CH:7][CH:6]=1)([CH3:4])([CH3:3])[CH3:2].C([O:24][C:25](=[O:37])[CH:26]([N:34]=[C:35]=[O:36])[CH2:27][C:28]1[CH:33]=[CH:32][CH:31]=[CH:30][CH:29]=1)C.O.[OH-].[Li+]>ClCCl>[C:1]([C:5]1[CH:21]=[CH:20][C:8]([CH2:9][N:10]2[C:18]3[C:13](=[CH:14][C:15]([NH:19][C:35]([NH:34][C@H:26]([C:25]([OH:37])=[O:24])[CH2:27][C:28]4[CH:29]=[CH:30][CH:31]=[CH:32][CH:33]=4)=[O:36])=[CH:16][CH:17]=3)[CH:12]=[CH:11]2)=[CH:7][CH:6]=1)([CH3:4])([CH3:2])[CH3:3] |f:2.3.4|. Procedure details: A mixture of 1-(4-tert-butylbenzyl)-1H-indol-5-amine (0.233 g, 0.84 mmol) and 2-isocyanato-3-phenyl-propionic acid ethyl ester (0.10 g, 0.8 mmol) in 10 mL of dichloromethane was stirred at room temperature overnight. The reaction mixture was concentrated and dissolved in 2:1:1 THF/MeOH/Water (10 mL). Lithium hydroxide monohydrate (0.30 g, 7.1 mmol) was added and the mixture was stirred at room temperature overnight. Most of the organic solvents were removed and the reaction mixture was made acid... The reactants are C1CCOC1, CC1(C)OCC(CCCN2C(=O)c3ccccc3C2=O)O1, Cl. The product is O=C1c2ccccc2C(=O)N1CCCC(O)CO. As a reaction SMILES: [CH2:23]1[O:24][CH2:25][CH2:26][CH2:27]1.[CH3:1][C:2]1([CH3:21])[O:3][CH2:4][CH:5]([CH2:7][CH2:8][CH2:9][N:10]2[C:11](=[O:20])[c:12]3[cH:13][cH:14][cH:15][cH:16][c:17]3[C:18]2=[O:19])[O:6]1.[ClH:22]>>[OH:3][CH2:4][CH:5]([OH:6])[CH2:7][CH2:8][CH2:9][N:10]1[C:11](=[O:20])[c:12]2[cH:13][cH:14][cH:15][cH:16][c:17]2[C:18]1=[O:19]. Starting materials: N(=NC(=O)N1CCCCC1)C(=O)N1CCCCC1 (1,1′-(azodicarbonyl)-dipiperidine), EtOAc Hexanes, BrC1=CC=C(C=C1)C=1OC(=C(N1)C(C)C)C(CO)C (2-[2-(4-bromo-phenyl)-4-isopropyl-oxazol-5-yl]-propan-1-ol), COC(CCC1=C(C=C(C=C1)O)C)=O (3-(4-hydroxy-2-methyl-phenyl)-propionic acid methyl ester), C(CCC)P(CCCC)CCCC (Tributylphosphine). Run in C1(=CC=CC=C1)C (toluene). Run at time 8 hour. Product: COC(CCC1=C(C=C(C=C1)OCC(C)C1=C(N=C(O1)C1=CC=C(C=C1)Br)C(C)C)C)=O (3-(4-{2-[2-(4-Bromo-phenyl)-4-isopropyl-oxazol-5-yl]-propoxy}-2-methyl-phenyl)-propionic acid methyl ester). Yield: 92.1%. Reaction SMILES: [Br:1][C:2]1[CH:7]=[CH:6][C:5]([C:8]2[O:9][C:10]([CH:16]([CH3:19])[CH2:17][OH:18])=[C:11]([CH:13]([CH3:15])[CH3:14])[N:12]=2)=[CH:4][CH:3]=1.[CH3:20][O:21][C:22](=[O:33])[CH2:23][CH2:24][C:25]1[CH:30]=[CH:29][C:28](O)=[CH:27][C:26]=1[CH3:32].C(P(CCCC)CCCC)CCC.N(C(N1CCCCC1)=O)=NC(N1CCCCC1)=O>C1(C)C=CC=CC=1>[CH3:20][O:21][C:22](=[O:33])[CH2:23][CH2:24][C:25]1[CH:30]=[CH:29][C:28]([O:18][CH2:17][CH:16]([C:10]2[O:9][C:8]([C:5]3[CH:4]=[CH:3][C:2]([Br:1])=[CH:7][CH:6]=3)=[N:12][C:11]=2[CH:13]([CH3:15])[CH3:14])[CH3:19])=[CH:27][C:26]=1[CH3:32]. Reported procedure: A solution of 2-[2-(4-bromo-phenyl)-4-isopropyl-oxazol-5-yl]-propan-1-ol (225 mg, 0.694 mmol) and 3-(4-hydroxy-2-methyl-phenyl)-propionic acid methyl ester (190 mg, 0.972 mmol) in toluene (15 mL) is degassed and filled with nitrogen for 3 times. Tributylphosphine (224 mg, 1.11 mmol) is added to the reaction mixture under nitrogen at 0° C., followed by addition of of 1,1′-(azodicarbonyl)-dipiperidine (280 mg, 1.11 mmol). The reaction mixture is allowed to warm to room temperature and stirred over...